This data is from the Open Reaction Database (ORD), a public repository of structured organic reaction records. The task is: describe an organic reaction: reactants, conditions, products, and yield Starting materials: CCOC(=O)c1sc(NC(C)=O)nc1-c1ccccc1, Cl, [Li+], [Na+], [OH-], [OH-], O. Product: CC(=O)Nc1nc(-c2ccccc2)c(C(=O)O)s1. As a reaction SMILES: [CH2:1]([CH3:2])[O:3][C:4](=[O:5])[c:6]1[c:7](-[c:15]2[cH:16][cH:17][cH:18][cH:19][cH:20]2)[n:8][c:9]([NH:11][C:12]([CH3:13])=[O:14])[s:10]1.[ClH:25].[Li+:24].[Na+:22].[OH-:21].[OH-:23].[OH2:26]>>[O:3]=[C:4]([OH:5])[c:6]1[c:7](-[c:15]2[cH:16][cH:17][cH:18][cH:19][cH:20]2)[n:8][c:9]([NH:11][C:12]([CH3:13])=[O:14])[s:10]1. Reactants: COC1=CC=2CC[C@H]3[C@@H]4CCC([C@@]4(CC)CC[C@@H]3C2C=C1)=O (3-methoxy-18-methyl-1,3,5(10)-estratrien-17-one), CN(C)C(OC(C)(C)C)N(C)C (bis(dimethylamino)tert.-butoxymethane). Solvent: C(C)O (ethanol). Reaction conditions: temperature 160 celsius, time 3 hour. The product is CN(C)C=C1C([C@]2(CC)[C@@H](C1)[C@@H]1CCC=3C=C(C=CC3[C@H]1CC2)OC)=O (16-dimethylaminomethylene-3-methoxy-18-methyl-1,3,5(10)-estratrien-17-one). Isolated yield 89.5%. As a reaction SMILES: [CH3:1][O:2][C:3]1[CH:21]=[CH:20][C:19]2[C@@H:18]3[C@H:8]([C@H:9]4[C@@:13]([CH2:16][CH2:17]3)([CH2:14][CH3:15])[C:12](=[O:22])[CH2:11][CH2:10]4)[CH2:7][CH2:6][C:5]=2[CH:4]=1.[CH3:23][N:24]([CH:26](N(C)C)OC(C)(C)C)[CH3:25]>C(O)C>[CH3:23][N:24]([CH:26]=[C:11]1[CH2:10][C@H:9]2[C@H:8]3[C@H:18]([CH2:17][CH2:16][C@:13]2([CH2:14][CH3:15])[C:12]1=[O:22])[C:19]1[CH:20]=[CH:21][C:3]([O:2][CH3:1])=[CH:4][C:5]=1[CH2:6][CH2:7]3)[CH3:25]. Procedure: A mixture of 10 g of 3-methoxy-18-methyl-1,3,5(10)-estratrien-17-one and 15 g of bis(dimethylamino)tert.-butoxymethane is stirred for 3 hours at 160° C. After cooling the mixture is combined with 50 ml of ethanol and left at -5° C. for crystallizing purposes. After filtering off and drying, 10.6 g of 16-dimethylaminomethylene-3-methoxy-18-methyl-1,3,5(10)-estratrien-17-one is obtained, m.p. 157°-159° C. Reactants: C(C)(C)C1C(NC(N1)=O)=O (5-isopropylimidazolidine-2,4-dione), CI (methyl iodide). The product is C(C)(C)C1C(N(C(N1)=O)C)=O (5-isopropyl-3-methylimidazolidine-2,4-dione). As a reaction SMILES: [CH:1]([CH:4]1[NH:8][C:7](=[O:9])[NH:6][C:5]1=[O:10])([CH3:3])[CH3:2].[CH3:11]I>>[CH:1]([CH:4]1[NH:8][C:7](=[O:9])[N:6]([CH3:11])[C:5]1=[O:10])([CH3:3])[CH3:2]. Reported procedure: Using 5-isopropylimidazolidine-2,4-dione (1.00 g) and methyl iodide (0.46 mL) and by the reaction and treatment in the same manner as in Preparation Example 214, the title compound (0.88 g) was obtained. Starting materials: COCCO[Al+]OCCOC, Cc1ccccc1, [H-], [H-], CC1(N)CN(Cc2ccccc2)C(=O)C12CC2, [Na+], [Na+], [OH-]. Product: CC1(N)CN(Cc2ccccc2)CC12CC2. As a reaction SMILES: [CH3:2][O:3][CH2:4][CH2:5][O:6][Al+:7][O:8][CH2:9][CH2:10][O:11][CH3:12].[CH3:34][c:35]1[cH:36][cH:37][cH:38][cH:39][cH:40]1.[H-:14].[H-:1].[NH2:15][C:16]1([CH3:31])[CH2:17][N:18]([CH2:24][c:25]2[cH:26][cH:27][cH:28][cH:29][cH:30]2)[C:19](=[O:23])[C:20]12[CH2:21][CH2:22]2.[Na+:13].[Na+:33].[OH-:32]>>[NH2:15][C:16]1([CH3:31])[CH2:17][N:18]([CH2:24][c:25]2[cH:26][cH:27][cH:28][cH:29][cH:30]2)[CH2:19][C:20]12[CH2:21][CH2:22]2. Reactants: C(C)(C)(C)OC(=O)N1CCN(CC1)C1=CC=CC=2N(C(OCC21)=O)CC2=CC=CC=C2 (4-(1-Benzyl-2-oxo-1,4-dihydro-2H-benzo[d][1,3]oxazin-5-yl)-piperazine-1-carboxylic acid tert-butyl ester), Cl (hydrochloric acid). The solvent is C(C)O (ethanol). Conditions: temperature 100 celsius. Product: C(C1=CC=CC=C1)N1C(OCC2=C1C=CC=C2N2CCNCC2)=O (1-Benzyl-5-piperazin-1-yl-1,4-dihydro-benzo[d]1,3oxazin-2-one). RXN SMILES: C(OC([N:8]1[CH2:13][CH2:12][N:11]([C:14]2[C:23]3[CH2:22][O:21][C:20](=[O:24])[N:19]([CH2:25][C:26]4[CH:31]=[CH:30][CH:29]=[CH:28][CH:27]=4)[C:18]=3[CH:17]=[CH:16][CH:15]=2)[CH2:10][CH2:9]1)=O)(C)(C)C.Cl>C(O)C>[CH2:25]([N:19]1[C:18]2[CH:17]=[CH:16][CH:15]=[C:14]([N:11]3[CH2:12][CH2:13][NH:8][CH2:9][CH2:10]3)[C:23]=2[CH2:22][O:21][C:20]1=[O:24])[C:26]1[CH:27]=[CH:28][CH:29]=[CH:30][CH:31]=1. Procedure: 4-(1-Benzyl-2-oxo-1,4-dihydro-2H-benzo[d][1,3]oxazin-5-yl)-piperazine-1-carboxylic acid tert-butyl ester (33 mg, 0.08 mmol) was dissolved in 4 ml ethanol. To this solution was added 2 M ethanolic hydrochloric acid solution (1 ml). The reaction mixture was heated at 100° C. for 20 minutes, at which time a crystalline solid formed. The solution was allowed to cool to room temperature and 13 mg of 1-Benzyl-5-piperazin-1-yl-1,4-dihydro-benzo[d][1,3]oxazin-2-one hydrochloride salt was collected a lig... Procedure: 104.0 g of 2,4-dichloro-6-isopropyloxy-1,3,5-triazine and 148.3 g of 2,2,6,6-tetramethylpiperidine are reacted in 300 ml of xylene as described in Example 1 and worked up. 2-Chloro-4-isopropyloxy-6-(2,2,6,6-tetramethylpiperidin-1-yl)-1,3,5-triazine is obtained by crystallization from hexane as colorless crystals having a melting point of 111°-112°. Reactants: CCCCCC (hexane), ClC1=NC(=NC(=N1)Cl)OC(C)C (2,4-dichloro-6-isopropyloxy-1,3,5-triazine), CC1(NC(CCC1)(C)C)C (2,2,6,6-tetramethylpiperidine). Solvent: C=1(C(=CC=CC1)C)C (xylene). RXN SMILES: Cl[C:2]1[N:7]=[C:6]([Cl:8])[N:5]=[C:4]([O:9][CH:10]([CH3:12])[CH3:11])[N:3]=1.[CH3:13][C:14]1([CH3:22])[CH2:19][CH2:18][CH2:17][C:16]([CH3:21])([CH3:20])[NH:15]1.CCCCCC>C1(C)C(C)=CC=CC=1>[Cl:8][C:6]1[N:5]=[C:4]([O:9][CH:10]([CH3:12])[CH3:11])[N:3]=[C:2]([N:15]2[C:16]([CH3:21])([CH3:20])[CH2:17][CH2:18][CH2:19][C:14]2([CH3:22])[CH3:13])[N:7]=1. Yields the product ClC1=NC(=NC(=N1)OC(C)C)N1C(CCCC1(C)C)(C)C (2-Chloro-4-isopropyloxy-6-(2,2,6,6-tetramethylpiperidin-1-yl)-1,3,5-triazine). The solvent is C(Cl)Cl (methylene chloride), C(Cl)Cl (CH2Cl2). Yields the product C(C)(C)N(CCC(C(=O)N)(C1=NC=CC=C1)C1=CC=C(C=C1)O)C(C)C (α-[2-(Diisopropylamino)ethyl]-α-(4-hydroxyphenyl)-2-pyridineacetamide). Starting materials: C(C)(C)N(CCC(C(=O)N)(C1=NC=CC=C1)C1=CC=C(C=C1)OC)C(C)C (α-[2-(diisopropylamino)ethyl]-α-(4-methoxyphenyl)-2-pyridineacetamide), B(Br)(Br)Br (boron tribromide). Reaction SMILES: [CH:1]([N:4]([CH:25]([CH3:27])[CH3:26])[CH2:5][CH2:6][C:7]([C:17]1[CH:22]=[CH:21][C:20]([O:23]C)=[CH:19][CH:18]=1)([C:11]1[CH:16]=[CH:15][CH:14]=[CH:13][N:12]=1)[C:8]([NH2:10])=[O:9])([CH3:3])[CH3:2].B(Br)(Br)Br>C(Cl)Cl>[CH:25]([N:4]([CH:1]([CH3:3])[CH3:2])[CH2:5][CH2:6][C:7]([C:17]1[CH:22]=[CH:21][C:20]([OH:23])=[CH:19][CH:18]=1)([C:11]1[CH:16]=[CH:15][CH:14]=[CH:13][N:12]=1)[C:8]([NH2:10])=[O:9])([CH3:27])[CH3:26]. Reported procedure: A solution of 7.32 grams (g) [0.02 moles (mol)] of α-[2-(diisopropylamino)ethyl]-α-(4-methoxyphenyl)-2-pyridineacetamide [Karim, supra] in 250 milliliters (mL) of methylene chloride (CH2Cl2) was cooled to -78° C. while stirring under an inert atmosphere. To this was added dropwise 19.85 g (0.08 mol) of boron tribromide dissolved in 50 mL of CH2Cl2. The resulting brown suspension was allowed to warm to room temperature, then was heated at reflux for 1 hour. It was cooled to -10° C., and excess bo... The reactants are S1C(=CC=C1)C=O (2-thiophenecarboxaldehyde), CS(=O)(=O)Cl (methanesulfonyl chloride), 2-thienyl α-hydroxy(2-chlorophenyl)ketone, ClC1=C(C=O)C=CC=C1 (o-chlorobenzaldehyde), [C-]#N.[K+] (potassium cyanide), N1C(NCCCC1)=S (hexahydro-2H-1,3-diazepin-2-thione). Run in C1(=CC=CC=C1)C (toluene), O (water), C(C)O (ethanol), O (water), C(C)N(CC)CC (triethylamine), C1(=CC=CC=C1)C (toluene), CC(=O)C (acetone). Reaction conditions: time 8 hour. The product is ClC1=C(C=CC=C1)C1C(N2C(=NCCCC2)S1)(O)C=1SC=CC1 (2-(o-Chlorophenyl)-2,3,5,6,7,8-hexahydro-3-(2-thienyl)-thiazolo[3,2-a][1,3]diazepin-3-ol). Reaction SMILES: [S:1]1[CH:5]=[CH:4][CH:3]=[C:2]1[CH:6]=[O:7].[Cl:8][C:9]1[CH:16]=[CH:15][CH:14]=[CH:13][C:10]=1[CH:11]=O.[C-]#N.[K+].CS(Cl)(=O)=O.[NH:25]1[CH2:31][CH2:30][CH2:29][CH2:28][NH:27][C:26]1=[S:32]>CC(C)=O.O.C1(C)C=CC=CC=1.C(N(CC)CC)C.C(O)C>[Cl:8][C:9]1[CH:16]=[CH:15][CH:14]=[CH:13][C:10]=1[CH:11]1[S:32][C:26]2=[N:25][CH2:31][CH2:30][CH2:29][CH2:28][N:27]2[C:6]1([C:2]1[S:1][CH:5]=[CH:4][CH:3]=1)[OH:7] |f:2.3|. Procedure: A mixture of 9.2 ml. of 2-thiophenecarboxaldehyde, 11.3 ml. of o-chlorobenzaldehyde, 8 g. of potassium cyanide and 100 ml. of 65% ethanol is refluxed for 2 hours and then refrigerated. A 30 ml. portion of water is added, refrigeration is continued, the oil is separated by decantation, added to toluene, washed with water, dried and concentrated giving 12.7 g. of an oil. A 9.0 g. portion of this oil is mixed with 8.4 ml. of triethylamine and 100 ml. of toluene and stirred as a mixture of 2.4 ml. o... Starting materials: OCCCCCCCCCCCCCCCC. The reagents and catalysts are O1BOC(C)(C)C1(C)C, N=1C=CC=C2C=CC=3C=CC(=NC3C12)C, O1B(OC(C)(C)C1(C)C)B2OC(C)(C)C(O2)(C)C, C[OH2+].C[OH2+].C1CC=CCCC=C1.C1CC=CCCC=C1.[Ir].[Ir]. Solvent: C1CCCCCCC1. Conditions: temperature 100 celsius, time 20 hour. Yields the product OCCCCCCCCCCCCCCCCB1OC(C)(C)C(O1)(C)C. Isolated yield 52.0%.